Dataset: the Open Reaction Database (ORD), a public repository of structured organic reaction records. Task: describe an organic reaction: reactants, conditions, products, and yield Reactants: C(C1=CC=CC=C1)OC(=O)N1CCC(CC1)C(=O)Cl (4-Chlorocarbonyl-piperidine-1-carboxylic acid benzyl ester), C[Si](C)(C)C=[N+]=[N-] ((trimethylsilyl)diazomethane). Solvent: ClCCl (dichloromethane). Conditions: time 18 hour. Yields the product C(C1=CC=CC=C1)OC(=O)N1CCC(CC1)C(C=[N+]=[N-])=O (4-(2-diazo-acetyl)-piperidine-1-carboxylic acid benzyl ester). The yield is 102.1%. Reaction SMILES: [CH2:1]([O:8][C:9]([N:11]1[CH2:16][CH2:15][CH:14]([C:17](Cl)=[O:18])[CH2:13][CH2:12]1)=[O:10])[C:2]1[CH:7]=[CH:6][CH:5]=[CH:4][CH:3]=1.C[Si]([CH:24]=[N+:25]=[N-:26])(C)C>ClCCl>[CH2:1]([O:8][C:9]([N:11]1[CH2:16][CH2:15][CH:14]([C:17](=[O:18])[CH:24]=[N+:25]=[N-:26])[CH2:13][CH2:12]1)=[O:10])[C:2]1[CH:7]=[CH:6][CH:5]=[CH:4][CH:3]=1. Reported procedure: 4-Chlorocarbonyl-piperidine-1-carboxylic acid benzyl ester (43 g, 0.15 mol) in dichloromethane (300 mL) was treated with (trimethylsilyl)diazomethane (2.0 M in hexanes, 150 mL, 0.31 mol) over 15 min. The reaction mixture was stirred at ambient temperature for 18 hours and the mixture was concentrated to afford crude 4-(2-diazo-acetyl)-piperidine-1-carboxylic acid benzyl ester (44 g), which was used without further purification. Starting materials: C(C)OC(=O)C1(CC2=C(C(=C(C(=C2C1)OC)OC)OC)OC)CCCCCCCC(=O)O (8-(2-ethoxycarbonyl-4,5,6,7-tetramethoxyindan-2-yl)octanoic acid), N1CCOCC1 (morpholine), Cl.C(C)N=C=NCCCN(C)C (1-ethyl-3-(3-dimethylaminopropyl)carbodiimide hydrochloride), O.ON1N=NC2=C1C=CC=C2 (1-hydroxybenzotriazole monohydrate). The solvent is C1CCOC1 (THF). Reaction conditions: time 12 hour. Product: C(C)OC(=O)C1(CC2=C(C(=C(C(=C2C1)OC)OC)OC)OC)CCCCCCCC(=O)N1CCOCC1 (N-[8-(2-Ethoxycarbonyl-4,5,6,7-tetramethoxyindan-2-yl)octanoyl]morpholine). Yield: 93.6%. Reaction SMILES: [CH2:1]([O:3][C:4]([C:6]1([CH2:23][CH2:24][CH2:25][CH2:26][CH2:27][CH2:28][CH2:29][C:30](O)=[O:31])[CH2:14][C:13]2[C:8](=[C:9]([O:21][CH3:22])[C:10]([O:19][CH3:20])=[C:11]([O:17][CH3:18])[C:12]=2[O:15][CH3:16])[CH2:7]1)=[O:5])[CH3:2].[NH:33]1[CH2:38][CH2:37][O:36][CH2:35][CH2:34]1.Cl.C(N=C=NCCCN(C)C)C.O.ON1C2C=CC=CC=2N=N1>C1COCC1>[CH2:1]([O:3][C:4]([C:6]1([CH2:23][CH2:24][CH2:25][CH2:26][CH2:27][CH2:28][CH2:29][C:30]([N:33]2[CH2:38][CH2:37][O:36][CH2:35][CH2:34]2)=[O:31])[CH2:7][C:8]2[C:13](=[C:12]([O:15][CH3:16])[C:11]([O:17][CH3:18])=[C:10]([O:19][CH3:20])[C:9]=2[O:21][CH3:22])[CH2:14]1)=[O:5])[CH3:2] |f:2.3,4.5|. Procedure details: A THF (4.0 ml) suspension of 8-(2-ethoxycarbonyl-4,5,6,7-tetramethoxyindan-2-yl)octanoic acid (114 mg, 0.252 mmols), morpholine (0.110 ml, 1.26 mmols), 1-ethyl-3-(3-dimethylaminopropyl)carbodiimide hydrochloride (96.6 mg, 0.504 mmols) and 1-hydroxybenzotriazole monohydrate (77.2 mg, 0.504 mmols) was stirred at room temperature for 12 hours. The reaction mixture was concentrated in vacuo, to which was added water. Then, this was extracted with ethyl acetate, and the organic layer was washed with ...